From a dataset of the Open Reaction Database (ORD), a public repository of structured organic reaction records. describe an organic reaction: reactants, conditions, products, and yield Run at time 1 hour. Reaction SMILES: [CH2:1]([OH:6])[CH2:2][CH2:3][C:4]#[CH:5].[CH3:7][S:8](Cl)(=[O:10])=[O:9].C(N(CC)C(C)C)(C)C.OS([O-])(=O)=O.[K+]>C(Cl)Cl.O>[CH2:1]([O:6][S:8]([CH3:7])(=[O:10])=[O:9])[CH2:2][CH2:3][C:4]#[CH:5] |f:3.4|. Procedure: 4 ml (43.2 mmol) 4-pentyn-1-ol in 140 ml CH2Cl2 were treated with 3.7 ml (47.6 mmol) methanesulfonyl chloride and 11.1 ml (64.84 mmol) N,N-diisopropylethylamine at 0° C. for 10 min. The solution was stirred at RT for 1 h and was diluted with CH2Cl2. Water was added, the mixture was stirred for 10 min and was added to a 10% aqueous KHSO4 solution. The phases were separated and the aqueous phase was extracted with CH2Cl2. The combined organic ones were washed with a saturated aqueous solution of N... Yields the product C(CCC#C)OS(=O)(=O)C (Methanesulfonic acid pent-4-ynyl ester). The reactants are C(CCC#C)O (4-pentyn-1-ol), CS(=O)(=O)Cl (methanesulfonyl chloride), C(C)(C)N(C(C)C)CC (N,N-diisopropylethylamine), OS(=O)(=O)[O-].[K+] (KHSO4). Solvent: C(Cl)Cl (CH2Cl2), O (Water), C(Cl)Cl (CH2Cl2). Reactants: COc1ccc(C2Sc3cc(C)ccc3N(CCN(C)C(=O)OCc3ccccc3)C(=O)C2O)cc1, CC(=O)OC(C)=O, c1ccncc1. Yields the product COc1ccc(C2Sc3cc(C)ccc3N(CCN(C)C(=O)OCc3ccccc3)C(=O)C2OC(C)=O)cc1. RXN SMILES: [CH3:1][O:2][c:3]1[cH:4][cH:5][c:6]([CH:9]2[S:10][c:11]3[c:12]([cH:32][cH:33][c:34]([CH3:36])[cH:35]3)[N:13]([CH2:18][CH2:19][N:20]([CH3:21])[C:22](=[O:23])[O:24][CH2:25][c:26]3[cH:27][cH:28][cH:29][cH:30][cH:31]3)[C:14](=[O:17])[CH:15]2[OH:16])[cH:7][cH:8]1.[CH3:37][C:38](=[O:39])[O:40][C:41](=[O:42])[CH3:43].[cH:44]1[cH:45][cH:46][n:47][cH:48][cH:49]1>>[CH3:1][O:2][c:3]1[cH:4][cH:5][c:6]([CH:9]2[S:10][c:11]3[c:12]([cH:32][cH:33][c:34]([CH3:36])[cH:35]3)[N:13]([CH2:18][CH2:19][N:20]([CH3:21])[C:22](=[O:23])[O:24][CH2:25][c:26]3[cH:27][cH:28][cH:29][cH:30][cH:31]3)[C:14](=[O:17])[CH:15]2[O:16][C:38]([CH3:37])=[O:39])[cH:7][cH:8]1. The product is C1(CCCCC1)C(O)(C1=CC=CC=C1)C=1OC(=CN1)CN(C)C (Cyclohexyl-(5-dimethylaminomethyl-oxazol-2-yl)-phenyl-methanol). Reactants: BrCC1=CN=C(O1)C(O)(C1=CC=CC=C1)C1CCCCC1 ((5-bromomethyl-oxazol-2-yl)-cyclohexyl-phenyl-methanol), BrCC1=CN=C(O1)C(O)(C1=CC=CC=C1)C1CCCCC1 ((5-bromomethyl-oxazol-2-yl)-cyclohexyl-phenyl-methanol), solution, CNC (dimethylamine). Conditions: time 8 hour. As a reaction SMILES: Br[CH2:2][C:3]1[O:7][C:6]([C:8]([CH:16]2[CH2:21][CH2:20][CH2:19][CH2:18][CH2:17]2)([C:10]2[CH:15]=[CH:14][CH:13]=[CH:12][CH:11]=2)[OH:9])=[N:5][CH:4]=1.[CH3:22][NH:23][CH3:24]>C1COCC1>[CH:16]1([C:8]([C:6]2[O:7][C:3]([CH2:2][N:23]([CH3:24])[CH3:22])=[CH:4][N:5]=2)([C:10]2[CH:15]=[CH:14][CH:13]=[CH:12][CH:11]=2)[OH:9])[CH2:21][CH2:20][CH2:19][CH2:18][CH2:17]1. Procedure: A solution of (5-bromomethyl-oxazol-2-yl)-cyclohexyl-phenyl-methanol (Intermediate 4) (3.2 g, 9.2 mmol) in THF (40 mL) was treated with a 2 M solution of dimethylamine in THF (40 mL, 80 mmol). A suspension formed after stirring for a few minutes. The reaction mixture was left at RT overnight and then the solid was filtered off and discarded. The filtrate was concentrated under reduced pressure and the residue was partitioned between DCM and satd. sodium hydrogen carbonate solution (aq.). The org... Run in C1CCOC1 (THF), C1CCOC1 (THF). Starting materials: CC(C)(C)OO, CC(C)(C)N=NC1(Cl)CCCCC1, [Cl-], [K+], [K+], [Na+], [OH-], [OH-], O. Product: CC(C)(C)N=NC1(OOC(C)(C)C)CCCCC1. As a reaction SMILES: [C:3]([CH3:4])([CH3:5])([CH3:6])[O:7][OH:8].[C:9]([CH3:10])([CH3:11])([CH3:12])[N:13]=[N:14][C:15]1([Cl:21])[CH2:16][CH2:17][CH2:18][CH2:19][CH2:20]1.[Cl-:24].[K+:25].[K+:2].[Na+:23].[OH-:1].[OH-:22].[OH2:26]>>[C:3]([CH3:4])([CH3:5])([CH3:6])[O:7][O:8][C:15]1([N:14]=[N:13][C:9]([CH3:10])([CH3:11])[CH3:12])[CH2:16][CH2:17][CH2:18][CH2:19][CH2:20]1. Starting materials: O=C1N(CCNC1)C1CCC=2C=CC(=CC2C1)C#N (7-(2-Oxopiperazin-1-yl)-5,6,7,8-tetrahydronaphthalene-2-carbonitrile), O=C1OCC2=C1C=CC(=C2)CC=O ((1-Oxo-1,3-dihydro-2-benzofuran-5-yl)acetaldehyde), [BH-](OC(=O)C)(OC(=O)C)OC(=O)C.[Na+] (NaBH(OAc)3). Solvent: C(Cl)Cl (DCM), C(Cl)Cl (DCM). Run at time 8 hour. The product is O=C1N(CCN(C1)CCC1=CC2=C(C(OC2)=O)C=C1)C1CCC=2C=CC(=CC2C1)C#N (7-{2-Oxo-4-[2-(1-oxo-1,3-dihydro-2-benzofuran-5-yl)ethyl]piperazin-1-yl}-5,6,7,8-tetrahydronaphthalene-2-carbonitrile). RXN SMILES: [O:1]=[C:2]1[CH2:7][NH:6][CH2:5][CH2:4][N:3]1[CH:8]1[CH2:17][C:16]2[CH:15]=[C:14]([C:18]#[N:19])[CH:13]=[CH:12][C:11]=2[CH2:10][CH2:9]1.[O:20]=[C:21]1[C:25]2[CH:26]=[CH:27][C:28]([CH2:30][CH:31]=O)=[CH:29][C:24]=2[CH2:23][O:22]1.[BH-](OC(C)=O)(OC(C)=O)OC(C)=O.[Na+]>C(Cl)Cl>[O:1]=[C:2]1[CH2:7][N:6]([CH2:31][CH2:30][C:28]2[CH:27]=[CH:26][C:25]3[C:21](=[O:20])[O:22][CH2:23][C:24]=3[CH:29]=2)[CH2:5][CH2:4][N:3]1[CH:8]1[CH2:17][C:16]2[CH:15]=[C:14]([C:18]#[N:19])[CH:13]=[CH:12][C:11]=2[CH2:10][CH2:9]1 |f:2.3|. Reported procedure: A solution of 7-(2-Oxopiperazin-1-yl)-5,6,7,8-tetrahydronaphthalene-2-carbonitrile (100 mg, 0.39 mmol) in 10 mL of anhydrous DCM was added (1-Oxo-1,3-dihydro-2-benzofuran-5-yl)acetaldehyde (69 mg, 0.39 mmol), NaBH(OAc)3 (330 mg, 1.56 mmol) and the mixture was stirred at room temperature overnight. DCM was added, and the mixture was washed with brine. The organic layer was dried over anhydrous Na2SO4 and concentrated. The residue was purified by prep-TLC to give the desired product. 1H-NMR (400 M... As a reaction SMILES: [BH3:36].[CH2:41]1[O:42][CH2:43][CH2:44][CH2:45]1.[CH3:46][CH2:47][O:48][C:49](=[O:50])[CH3:51].[F:1][C:2]([c:3]1[cH:4][c:5]([CH2:6][O:7][CH2:8][C:9]2([c:16]3[cH:17][cH:18][cH:19][cH:20][cH:21]3)[CH2:10][CH2:11][CH:12]=[CH:13][CH2:14][CH2:15]2)[cH:22][c:23]([C:25]([F:26])([F:27])[F:28])[cH:24]1)([F:29])[F:30].[Na+:40].[O:31]1[CH2:32][CH2:33][CH2:34][CH2:35]1.[OH-:39].[OH2:52].[OH:37][OH:38]>>[F:1][C:2]([c:3]1[cH:4][c:5]([CH2:6][O:7][CH2:8][C:9]2([c:16]3[cH:17][cH:18][cH:19][cH:20][cH:21]3)[CH2:10][CH2:11][CH:12]([OH:31])[CH2:13][CH2:14][CH2:15]2)[cH:22][c:23]([C:25]([F:26])([F:27])[F:28])[cH:24]1)([F:29])[F:30]. The product is OC1CCCC(COCc2cc(C(F)(F)F)cc(C(F)(F)F)c2)(c2ccccc2)CC1. Starting materials: B, C1CCOC1, CCOC(C)=O, FC(F)(F)c1cc(COCC2(c3ccccc3)CCC=CCC2)cc(C(F)(F)F)c1, [Na+], C1CCOC1, [OH-], O, OO. The product is ClC1=C2N=C(N(C2=NC=N1)C1=CC=C(C=C1)Cl)C1=C(C=C(C=C1)Cl)Cl (6-Chloro-9-(4-chlorophenyl)-8-(2,4-dichloro-phenyl)-9H-purine), foam. The reactants are ClC1=CC=C(C=C1)N1C2=NC=NC(=C2N=C1C1=C(C=C(C=C1)Cl)Cl)O (9-(4-Chlorophenyl)-8-(2,4-dichlorophenyl)-9H-purin-6-ol), O=P(Cl)(Cl)Cl (POCl3). RXN SMILES: [Cl:1][C:2]1[CH:7]=[CH:6][C:5]([N:8]2[C:16]([C:17]3[CH:22]=[CH:21][C:20]([Cl:23])=[CH:19][C:18]=3[Cl:24])=[N:15][C:14]3[C:9]2=[N:10][CH:11]=[N:12][C:13]=3O)=[CH:4][CH:3]=1.O=P(Cl)(Cl)[Cl:28]>>[Cl:28][C:13]1[N:12]=[CH:11][N:10]=[C:9]2[C:14]=1[N:15]=[C:16]([C:17]1[CH:22]=[CH:21][C:20]([Cl:23])=[CH:19][C:18]=1[Cl:24])[N:8]2[C:5]1[CH:6]=[CH:7][C:2]([Cl:1])=[CH:3][CH:4]=1. Procedure details: 9-(4-Chlorophenyl)-8-(2,4-dichlorophenyl)-9H-purin-6-ol I-(1A-1)c (6.5 g, 17 mmol) was heated to reflux in POCl3 (3 ml) overnight. The reaction mixture was concentrated under reduced pressure and the residue was dissolved into chloroform and poured onto ice. The organic layer was separated and washed with saturated aqueous NaHCO3; the organic layers were combined, dried (Na2SO4), filtered, and concentrated under reduced pressure. The residue was taken up in 1:1 methylene chloride/diethyl ether (... Isolated yield 85.0%.